Dataset: the Open Reaction Database (ORD), a public repository of structured organic reaction records. Task: describe an organic reaction: reactants, conditions, products, and yield The reactants are CO, Cl, COC(=O)C(F)c1ccc2ncccc2c1, [Na+], [OH-]. The product is O=C(O)C(F)c1ccc2ncccc2c1. As a reaction SMILES: [CH3:20][OH:21].[ClH:19].[F:1][CH:2]([C:3](=[O:4])[O:5][CH3:6])[c:7]1[cH:8][c:9]2[cH:10][cH:11][cH:12][n:13][c:14]2[cH:15][cH:16]1.[Na+:18].[OH-:17]>>[F:1][CH:2]([C:3](=[O:4])[OH:5])[c:7]1[cH:8][c:9]2[cH:10][cH:11][cH:12][n:13][c:14]2[cH:15][cH:16]1. Starting materials: ClC1=C(C=CC(=C1)F)C=1C=2N(C=CC1)N=C(N2)NC2CCN(CC2)C2=CC(=NC=C2)Cl (8-(2-Chloro-4-fluorophenyl)-N-(1-(2-chloropyridin-4-yl)piperidin-4-yl)-[1,2,4]triazolo[1,5-a]pyridin-2-amine), [O-]CC.[Na+] (sodium ethoxide), CCO (EtOH), [O-]CC.[Na+] (sodium ethoxide). Run at temperature 60 celsius, time 16 hour. The product is ClC1=C(C=CC(=C1)OCC)C=1C=2N(C=CC1)N=C(N2)NC2CCN(CC2)C2=CC(=NC=C2)OCC (8-(2-Chloro-4-ethoxyphenyl)-N-(1-(2-ethoxypyridin-4-yl)piperidin-4-yl)-[1,2,4]triazolo[1,5-a]pyridin-2-amine). The yield is 35.0%. RXN SMILES: [Cl:1][C:2]1[CH:7]=[C:6](F)[CH:5]=[CH:4][C:3]=1[C:9]1[C:10]2[N:11]([N:15]=[C:16]([NH:18][CH:19]3[CH2:24][CH2:23][N:22]([C:25]4[CH:30]=[CH:29][N:28]=[C:27](Cl)[CH:26]=4)[CH2:21][CH2:20]3)[N:17]=2)[CH:12]=[CH:13][CH:14]=1.[O-:32][CH2:33][CH3:34].[Na+].[CH3:36][CH2:37][OH:38]>>[Cl:1][C:2]1[CH:7]=[C:6]([O:32][CH2:33][CH3:34])[CH:5]=[CH:4][C:3]=1[C:9]1[C:10]2[N:11]([N:15]=[C:16]([NH:18][CH:19]3[CH2:24][CH2:23][N:22]([C:25]4[CH:30]=[CH:29][N:28]=[C:27]([O:38][CH2:37][CH3:36])[CH:26]=4)[CH2:21][CH2:20]3)[N:17]=2)[CH:12]=[CH:13][CH:14]=1 |f:1.2|. Procedure: To a solution of 8-(2-chloro-4-fluorophenyl)-N-(1-(2-chloropyridin-4-yl)piperidin-4-yl)-[1,2,4]triazolo[1,5-a]pyridin-2-amine (example 58) (46 mg, 0.10 mmol) in EtOH (1 mL) was added sodium ethoxide solution (21% in ethanol, 56 L, 0.15 mmol) and the reaction mixture was stirred under Argon in a sealed tube at 60° C. for 16 h. After cooling to room temperature the mixture was heated in the microwave to 150° C. for 45 minutes and then sodium ethoxide solution (21% in ethanol, 56 uL, 0.15 mmol) was... Yields the product C(C1=CC=CC=C1)OC([C@H]1N(CCC1)C([C@@H](NC([C@H]1NCCC1)=O)C)=O)=O (L-prolyl-L-alanyl-L-proline benzyl ester). RXN SMILES: [NH:1]1[CH2:8][CH2:7][CH2:6][C@H:2]1[C:3](O)=[O:4].CN1CCOCC1.C(OC(Cl)=O)C(C)C.Cl.[CH2:25]([O:32][C:33](=[O:44])[C@@H:34]1[CH2:38][CH2:37][CH2:36][N:35]1[C:39](=[O:43])[C@H:40]([CH3:42])[NH2:41])[C:26]1[CH:31]=[CH:30][CH:29]=[CH:28][CH:27]=1>O1CCCC1.C(Cl)(Cl)Cl>[CH2:25]([O:32][C:33](=[O:44])[C@@H:34]1[CH2:38][CH2:37][CH2:36][N:35]1[C:39](=[O:43])[C@H:40]([CH3:42])[NH:41][C:3](=[O:4])[C@@H:2]1[CH2:6][CH2:7][CH2:8][NH:1]1)[C:26]1[CH:31]=[CH:30][CH:29]=[CH:28][CH:27]=1 |f:3.4|. The reactants are Cl.C(C1=CC=CC=C1)OC([C@H]1N(CCC1)C([C@@H](N)C)=O)=O (L-alanyl-L-proline benzyl ester hydrochloride), N1[C@H](C(=O)O)CCC1 (L-proline), CN1CCOCC1 (N-methylmorpholine), C(C(C)C)OC(=O)Cl (isobutylchloroformate), CN1CCOCC1 (N-methylmorpholine). Reaction conditions: temperature -15 celsius, time 2.5 hour. Run in C(Cl)(Cl)Cl (chloroform), O1CCCC1 (tetrahydrofuran). Reported procedure: Ac-L-proline (3.05 g, 19.41 mmol) was dissolved in dry tetrahydrofuran (100 ml) under an argon atmosphere in a flask fitted with an overhead stirrer and an internal thermometer. The solution was cooled to -15° C. and N-methylmorpholine (2.13 ml, 19.41 mmol) was added followed by isobutylchloroformate (2.51 ml, 19.41 mmol) at such a rate as to maintain the internal reaction temperature at -10° to -15° C. Five minutes after the addition was completed, a solution of L-alanyl-L-proline benzyl ester ... Reactants: C(C)(C)OP(=O)(OC(C)C)C1CC(C(O1)COC(C1=CC=CC=C1)=O)OC (Benzoic acid 5-(diisopropoxy-phosphoryl)-3-methoxy-tetrahydro-furan-2-ylmethyl ester), C([O-])([O-])=O.[K+].[K+] (potassium carbonate). Solvent: CO (methanol). Conditions: time 5 hour. The product is C(C)(C)OP(OC(C)C)(=O)C1OC(C(C1)OC)CO ((5-Hydroxymethyl-4-methoxy-tetrahydro-furan-2-yl)-phosphonic acid diisopropyl ester). The yield is 85.9%. As a reaction SMILES: [CH:1]([O:4][P:5]([CH:11]1[O:15][CH:14]([CH2:16][O:17]C(=O)C2C=CC=CC=2)[CH:13]([O:26][CH3:27])[CH2:12]1)([O:7][CH:8]([CH3:10])[CH3:9])=[O:6])([CH3:3])[CH3:2].C(=O)([O-])[O-].[K+].[K+]>CO>[CH:8]([O:7][P:5]([CH:11]1[CH2:12][CH:13]([O:26][CH3:27])[CH:14]([CH2:16][OH:17])[O:15]1)(=[O:6])[O:4][CH:1]([CH3:3])[CH3:2])([CH3:10])[CH3:9] |f:1.2.3|. Reported procedure: To a solution of Benzoic acid 5-(diisopropoxy-phosphoryl)-3-methoxy-tetrahydro-furan-2-ylmethyl ester (266 mg, 0.66 mmol) in methanol (3 mL) was added potassium carbonate (45 mg, 0.33 mmol) and stirred for 5 hours at RT. Dowex acidic resin was added until neutral pH was attained, the reaction mixture filtered and concentrated to give (5-Hydroxymethyl-4-methoxy-tetrahydro-furan-2-yl)-phosphonic acid diisopropyl ester (168 mg, 85%). Reactants: CC1(NC2=NC3=C(N2C(N1C)=O)C=CC=C3)C (1,2-dihydro-2,2,3-trimethyl-1,3,5-triazino[1,2-a]benzimidazol-4(3H)-one), ClC1=CC=C(C=C1)N=C=O (4-chlorophenyl isocyanate). The product is ClC1=CC=C(C=C1)NC(=O)N1C=2N(C3=C1C=CC=C3)C(N(C(N2)(C)C)C)=O (N-(4-Chlorophenyl)-4-oxo-2,3,4,10-tetrahydro-2,2,3-trimethyl-1,3,5-triazino[1,2-a]benzimidazole-10-carboxamide). As a reaction SMILES: [CH3:1][C:2]1([CH3:17])[N:10]([CH3:11])[C:9](=[O:12])[N:8]2[C:4](=[N:5][C:6]3[CH:16]=[CH:15][CH:14]=[CH:13][C:7]=32)[NH:3]1.[Cl:18][C:19]1[CH:24]=[CH:23][C:22]([N:25]=[C:26]=[O:27])=[CH:21][CH:20]=1>>[Cl:18][C:19]1[CH:24]=[CH:23][C:22]([NH:25][C:26]([N:5]2[C:6]3[CH:16]=[CH:15][CH:14]=[CH:13][C:7]=3[N:8]3[C:9](=[O:12])[N:10]([CH3:11])[C:2]([CH3:17])([CH3:1])[N:3]=[C:4]23)=[O:27])=[CH:21][CH:20]=1. Reported procedure: The procedure of Example 10 was used to prepare the title compound from 1,2-dihydro-2,2,3-trimethyl-1,3,5-triazino[1,2-a]benzimidazol-4(3H)-one and 4-chlorophenyl isocyanate. The confirmatory elemental analysis for the product, mp 206°-211° C., is shown in Table III. The reactants are CCO, O=C1c2ccccc2C(=O)N1CCOc1cnc(F)cc1I, NN. Product: NCCOc1cnc(F)cc1I. Reaction SMILES: [CH3:25][CH2:26][OH:27].[F:3][c:4]1[cH:5][c:6]([I:24])[c:7]([O:10][CH2:11][CH2:12][N:13]2[C:14](=[O:15])[c:16]3[c:17]([cH:18][cH:19][cH:20][cH:21]3)[C:22]2=[O:23])[cH:8][n:9]1.[NH2:1][NH2:2]>>[F:3][c:4]1[cH:5][c:6]([I:24])[c:7]([O:10][CH2:11][CH2:12][NH2:13])[cH:8][n:9]1.